This data is from the Open Reaction Database (ORD), a public repository of structured organic reaction records. The task is: describe an organic reaction: reactants, conditions, products, and yield Starting materials: FC1=CC=C(C=C1)CC1=CN=C2C(=C(C(NC2=C1)=O)C(=O)OCC)O (ethyl 7-[(4-fluorophenyl)methyl]-4-hydroxy-2-oxo-1,2-dihydro-1,5-naphthyridine-3-carboxylate), C(C)OCCN (2-ethoxyethylamine). Product: C(C)OCCNC(=O)C=1C(NC2=CC(=CN=C2C1O)CC1=CC=C(C=C1)F)=O (N-[2-(ethyloxy)ethyl]-7-[(4-fluorophenyl)methyl]-4-hydroxy-2-oxo-1,2-dihydro-1,5-naphthyridine-3-carboxamide). Reaction SMILES: [F:1][C:2]1[CH:7]=[CH:6][C:5]([CH2:8][C:9]2[CH:18]=[C:17]3[C:12]([C:13]([OH:25])=[C:14]([C:20](OCC)=[O:21])[C:15](=[O:19])[NH:16]3)=[N:11][CH:10]=2)=[CH:4][CH:3]=1.[CH2:26]([O:28][CH2:29][CH2:30][NH2:31])[CH3:27]>>[CH2:26]([O:28][CH2:29][CH2:30][NH:31][C:20]([C:14]1[C:15](=[O:19])[NH:16][C:17]2[C:12]([C:13]=1[OH:25])=[N:11][CH:10]=[C:9]([CH2:8][C:5]1[CH:6]=[CH:7][C:2]([F:1])=[CH:3][CH:4]=1)[CH:18]=2)=[O:21])[CH3:27]. Reported procedure: This compound was prepared from ethyl 7-[(4-fluorophenyl)methyl]-4-hydroxy-2-oxo-1,2-dihydro-1,5-naphthyridine-3-carboxylate and 2-ethoxyethylamine employing methods similar to those described in Example 2 and was obtained as a white solid: 1H NMR (d6-DMSO) δ 11.82 (1H, br s), 10.58 (1H, br s), 8.19 (1H, br s), 7.35-7.26 (3H, m), 7.15-7.10 (2H, m), 4.03 (2H, br s), 3.48-3.41 (6H, m), 1.11 (3H, t, J=8.4 Hz); HRMS calcd for C20H20FN3O4+H+: 386.1516. Found 386.1501. Reactants: C(#N)C1=CC=C(COC2=CC(=C(C=C2)[N+](=O)[O-])[N+](=O)[O-])C=C1 (1-(4-cyanobenzyloxy)-3,4-dinitrobenzene), O1CCN(CC1)C1=CC=C(C=C1)NC(=O)C1=CC=C(C=O)C=C1 (4-(4-morpholinophenyl)aminocarbonylbenzaldehyde). Yields the product C(#N)C1=CC=C(COC=2C=CC3=C(NC(=N3)C3=CC=C(C(=O)NC4=CC=C(C=C4)N4CCOCC4)C=C3)C2)C=C1 (4-(6-(4-Cyanobenzyloxy)-1H-benzo[d]imidazol-2-yl)-N-(4-morpholinophenyl)benzamide). Reaction SMILES: [C:1]([C:3]1[CH:22]=[CH:21][C:6]([CH2:7][O:8][C:9]2[CH:14]=[CH:13][C:12]([N+:15]([O-])=O)=[C:11]([N+:18]([O-])=O)[CH:10]=2)=[CH:5][CH:4]=1)#[N:2].[O:23]1[CH2:28][CH2:27][N:26]([C:29]2[CH:34]=[CH:33][C:32]([NH:35][C:36]([C:38]3[CH:45]=[CH:44][C:41]([CH:42]=O)=[CH:40][CH:39]=3)=[O:37])=[CH:31][CH:30]=2)[CH2:25][CH2:24]1>>[C:1]([C:3]1[CH:22]=[CH:21][C:6]([CH2:7][O:8][C:9]2[CH:14]=[CH:13][C:12]3[N:15]=[C:42]([C:41]4[CH:40]=[CH:39][C:38]([C:36]([NH:35][C:32]5[CH:31]=[CH:30][C:29]([N:26]6[CH2:25][CH2:24][O:23][CH2:28][CH2:27]6)=[CH:34][CH:33]=5)=[O:37])=[CH:45][CH:44]=4)[NH:18][C:11]=3[CH:10]=2)=[CH:5][CH:4]=1)#[N:2]. Procedure details: Compound 641 was prepared according to the procedure similar to that described in Scheme III from 1-(4-cyanobenzyloxy)-3,4-dinitrobenzene and 4-(4-(4-morpholinophenyl)aminocarbonylbenzaldehyde. [M+H]+ calcd for C32H27N5O3: 530.21; found: 530.10. The reactants are FC1=CC(=C2CCCC(C2=C1C)=O)[N+](=O)[O-] (7-Fluoro-8-methyl-5-nitro-1-tetralone), C(C)O (ethanol), [BH4-].[Na+] (sodium borohydride). The solvent is C1CCOC1 (THF). The product is C(C)(=O)NC1=C2CCCCC2=C(C(=C1)F)C (5-Acetylamino-7-fluoro-8-methyl-1,2,3,4-tetrahydro-naphthalene). RXN SMILES: [F:1][C:2]1[C:11]([CH3:12])=[C:10]2[C:5]([CH2:6][CH2:7][CH2:8][C:9]2=O)=[C:4]([N+:14]([O-])=O)[CH:3]=1.[CH2:17]([OH:19])[CH3:18].[BH4-].[Na+]>C1COCC1>[C:17]([NH:14][C:4]1[CH:3]=[C:2]([F:1])[C:11]([CH3:12])=[C:10]2[C:5]=1[CH2:6][CH2:7][CH2:8][CH2:9]2)(=[O:19])[CH3:18] |f:2.3|. Procedure: The compound obtained in (4) above (1.35 gm) was dissolved into 5 ml of ethanol and 15 ml of THF. To the solution was added 114 mg of sodium borohydride while stirring at room temperature. After stirring for 20 minutes, the reaction mixture was concentrated. To the concentrate were added 25 ml of toluene and 840 mg of p-TsOH, followed by heating under reflux for 30 minutes. Upon the addition of 100 ml of ethyl acetate, the reaction product was washed with saturated brine and dried over anhydrous... Starting materials: FC1=C(C2=C(C=CO2)C=C1)C=1C(NC(C1C1=CN(C2=CC=CC=C12)C1CCC(CC1)=O)=O)=O (3-(6-fluorobenzofur-7-yl)-4-[1-(4-oxocyclohexyl)-1H-indol-3-yl]pyrrole-2,5-dione), [BH4-].[Na+] (sodium borohydride), ice, [BH4-].[Na+] (sodium borohydride). The solvent is O1CCCC1 (tetrahydrofuran). Yields the product FC1=C(C2=C(C=CO2)C=C1)C=1C(NC(C1C1=CN(C2=CC=CC=C12)[C@@H]1CC[C@@H](CC1)O)=O)=O (cis 3-(6-fluorobenzofur-7-yl)-4-[1-(4-hydroxycyclohexyl)-1H-indol-3-yl]pyrrole-2,5-dione), FC1=C(C2=C(C=CO2)C=C1)C=1C(NC(C1C1=CN(C2=CC=CC=C12)[C@@H]1CC[C@H](CC1)O)=O)=O (trans 3-(6-fluorobenzofur-7-yl)-4-[1-(4-hydroxycyclohexyl)-1H-indol-3-yl]pyrrole-2,5-dione). RXN SMILES: [F:1][C:2]1[CH:10]=[CH:9][C:5]2[CH:6]=[CH:7][O:8][C:4]=2[C:3]=1[C:11]1[C:12](=[O:33])[NH:13][C:14](=[O:32])[C:15]=1[C:16]1[C:24]2[C:19](=[CH:20][CH:21]=[CH:22][CH:23]=2)[N:18]([CH:25]2[CH2:30][CH2:29][C:28](=[O:31])[CH2:27][CH2:26]2)[CH:17]=1.[BH4-].[Na+]>O1CCCC1>[F:1][C:2]1[CH:10]=[CH:9][C:5]2[CH:6]=[CH:7][O:8][C:4]=2[C:3]=1[C:11]1[C:12](=[O:33])[NH:13][C:14](=[O:32])[C:15]=1[C:16]1[C:24]2[C:19](=[CH:20][CH:21]=[CH:22][CH:23]=2)[N:18]([C@H:25]2[CH2:26][CH2:27][C@@H:28]([OH:31])[CH2:29][CH2:30]2)[CH:17]=1.[F:1][C:2]1[CH:10]=[CH:9][C:5]2[CH:6]=[CH:7][O:8][C:4]=2[C:3]=1[C:11]1[C:12](=[O:33])[NH:13][C:14](=[O:32])[C:15]=1[C:16]1[C:24]2[C:19](=[CH:20][CH:21]=[CH:22][CH:23]=2)[N:18]([C@H:25]2[CH2:26][CH2:27][C@H:28]([OH:31])[CH2:29][CH2:30]2)[CH:17]=1 |f:1.2|. Procedure details: Cool a solution of 3-(6-fluorobenzofur-7-yl)-4-[1-(4-oxocyclohexyl)-1H-indol-3-yl]pyrrole-2,5-dione (395 mg, 0.89 mmol) in tetrahydrofuran (20 ml) in an ice bath. Add sodium borohydride (10 mg, 0.27 mmol) in one portion and stir for 5 minutes. Add another portion of sodium borohydride (10 mg, 0.27 mmol) and stir for 10 minutes in the ice bath. Quench the reaction is with water, then dilute with ethyl acetate, wash with water, 1N HCl, brine, dry over magnesium sulfate, filter, concentrate to a re... Reactants: C(C)(C)[C@H]1N(C(OC1)=O)C1=CC=C(C(=O)O)C=C1 ((R)-4-(4-isopropyl-2-oxooxazolidin-3-yl)benzoic acid), CC=1C(=NC=C(C1)C(F)(F)F)N1CCNCC1 (1-(3-methyl-5-trifluoromethylpyridin-2-yl)piperazine). The product is C(C)(C)[C@H]1N(C(OC1)=O)C1=CC=C(C=C1)C(=O)N1CCN(CC1)C1=NC=C(C=C1C)C(F)(F)F ((R)-4-isopropyl-3-{4-[4-(3-methyl-5-trifluoromethylpyridin-2-yl)piperazine-1-carbonyl]phenyl}oxazolidin-2-one). Yield: 30.7%. RXN SMILES: [CH:1]([C@@H:4]1[CH2:8][O:7][C:6](=[O:9])[N:5]1[C:10]1[CH:18]=[CH:17][C:13]([C:14]([OH:16])=O)=[CH:12][CH:11]=1)([CH3:3])[CH3:2].[CH3:19][C:20]1[C:21]([N:30]2[CH2:35][CH2:34][NH:33][CH2:32][CH2:31]2)=[N:22][CH:23]=[C:24]([C:26]([F:29])([F:28])[F:27])[CH:25]=1>>[CH:1]([C@@H:4]1[CH2:8][O:7][C:6](=[O:9])[N:5]1[C:10]1[CH:11]=[CH:12][C:13]([C:14]([N:33]2[CH2:34][CH2:35][N:30]([C:21]3[C:20]([CH3:19])=[CH:25][C:24]([C:26]([F:29])([F:27])[F:28])=[CH:23][N:22]=3)[CH2:31][CH2:32]2)=[O:16])=[CH:17][CH:18]=1)([CH3:2])[CH3:3]. Procedure: By reaction and treatment in the same manner as in Example 29 and using (R)-4-(4-isopropyl-2-oxooxazolidin-3-yl)benzoic acid (499 mg) described in Preparation Example 18 and 1-(3-methyl-5-trifluoromethylpyridin-2-yl)piperazine (490 mg) described in Preparation Example 51, the title compound (292 mg) was obtained.